This data is from the Open Reaction Database (ORD), a public repository of structured organic reaction records. The task is: describe an organic reaction: reactants, conditions, products, and yield The reactants are C\C=C\C (Trans-2-butene), C1(=CC=CC=C1)CC(=O)N[C@H]1[C@@H]2N(C(=C(CS2)OS(=O)(=O)C(F)(F)F)C(=O)OCC2=CC=C(C=C2)OC)C1=O (p-methoxybenzyl (6R,7R)-7-phenylacetamido-3-(trifluoromethyl-sulphonyloxy)ceph-3-em-4-carboxylate), C(C)(C)N(CC)C(C)C (Diisopropylethylamine). The solvent is ClCCl (dichloromethane). Yields the product C[C@@H]1C2=C(N3C([C@H]([C@H]3S[C@H]2[C@H]1C)NC(CC1=CC=CC=C1)=O)=O)C(=O)OCC1=CC=C(C=C1)OC (p-Methoxybenzyl (4S,5S,6S,8R,9R)-4,5-dimethyl-10-oxo-9-phenylacetamido-7-thia-1-azatricyclo[6.2.0.03,6 ]dec-2-ene-2-carboxylate). Yield: 88.0%. As a reaction SMILES: [C:1]1([CH2:7][C:8]([NH:10][C@@H:11]2[C:38](=[O:39])[N:13]3[C:14]([C:26]([O:28][CH2:29][C:30]4[CH:35]=[CH:34][C:33]([O:36][CH3:37])=[CH:32][CH:31]=4)=[O:27])=[C:15](OS(C(F)(F)F)(=O)=O)[CH2:16][S:17][C@H:12]23)=[O:9])[CH:6]=[CH:5][CH:4]=[CH:3][CH:2]=1.[CH3:40]/[CH:41]=[CH:42]/[CH3:43].C(N(C(C)C)CC)(C)C>ClCCl>[CH3:40][C@H:41]1[C@H:42]([CH3:43])[C@H:16]2[C:15]1=[C:14]([C:26]([O:28][CH2:29][C:30]1[CH:35]=[CH:34][C:33]([O:36][CH3:37])=[CH:32][CH:31]=1)=[O:27])[N:13]1[C@H:12]([S:17]2)[C@H:11]([NH:10][C:8](=[O:9])[CH2:7][C:1]2[CH:2]=[CH:3][CH:4]=[CH:5][CH:6]=2)[C:38]1=[O:39]. Procedure details: A solution of p-methoxybenzyl (6R,7R)-7-phenylacetamido-3-(trifluoromethyl-sulphonyloxy)ceph-3-em-4-carboxylate (40 mg, 0.0682 mmol) in dichloromethane (5.0 ml) was cooled to -20° C. Trans-2-butene (ca. 5 ml) was condensed into the solution. Diisopropylethylamine (12 μl, 0.068 mmol) was added and the mixture allowed to warm to room temperature over 1 h. The mixture was chromatographed to give the title compound (29.7 mg, 88%), m.p. 172°-173° C. (EtOAc) (Found: C, 65.6; H, 5.5; N, 5.6; S, 6.2; M+... Reported procedure: Following the general method as outlined in Example 22, starting from (2S,4EZ)-1-(tert-butoxycarbonyl)-4-(methoxyimino)-2-pyrrolidinecarboxylic acid, 4-cyanobenzoyl chloride, and 9-ethyl-9H-carbazol-3-amine the title compound was obtained in 72% purity by LC/MS. MS(ESI+): m/z=480.4. The reactants are C(C)(C)(C)OC(=O)N1[C@@H](CC(C1)=NOC)C(=O)O ((2S,4EZ)-1-(tert-butoxycarbonyl)-4-(methoxyimino)-2-pyrrolidinecarboxylic acid), C(#N)C1=CC=C(C(=O)Cl)C=C1 (4-cyanobenzoyl chloride), C(C)N1C2=CC=CC=C2C=2C=C(C=CC12)N (9-ethyl-9H-carbazol-3-amine). Yields the product C(#N)C1=CC=C(C(=O)N2[C@@H](CC(C2)=NOC)C(=O)NC=2C=CC=3N(C4=CC=CC=C4C3C2)CC)C=C1 ((2S,4EZ)-1-(4-cyanobenzoyl)-N-(9-ethyl-9H-carbazol-3-yl)-4-(methoxyimino)-2-pyrrolidinecarboxamide). Reaction SMILES: C(O[C:6]([N:8]1[CH2:12][C:11](=[N:13][O:14][CH3:15])[CH2:10][C@H:9]1[C:16]([OH:18])=O)=[O:7])(C)(C)C.[C:19]([C:21]1[CH:29]=[CH:28][C:24](C(Cl)=O)=[CH:23][CH:22]=1)#[N:20].[CH2:30]([N:32]1[C:44]2[CH:43]=[CH:42][C:41]([NH2:45])=[CH:40][C:39]=2[C:38]2[C:33]1=[CH:34][CH:35]=[CH:36][CH:37]=2)[CH3:31]>>[C:19]([C:21]1[CH:22]=[CH:23][C:24]([C:6]([N:8]2[CH2:12][C:11](=[N:13][O:14][CH3:15])[CH2:10][C@H:9]2[C:16]([NH:45][C:41]2[CH:42]=[CH:43][C:44]3[N:32]([CH2:30][CH3:31])[C:33]4[C:38]([C:39]=3[CH:40]=2)=[CH:37][CH:36]=[CH:35][CH:34]=4)=[O:18])=[O:7])=[CH:28][CH:29]=1)#[N:20]. Starting materials: C1CCOC1, CCN(C(C)C)C(C)C, ClCCl, O=C(Cl)C1CN2CCC1CC2, COC(=O)c1ccc(-c2ccc(N)cc2)cc1. The product is COC(=O)c1ccc(-c2ccc(NC(=O)C3CN4CCC3CC4)cc2)cc1. Reaction SMILES: [CH2:38]1[O:39][CH2:40][CH2:41][CH2:42]1.[CH:29]([N:30]([CH2:31][CH3:32])[CH:33]([CH3:34])[CH3:35])([CH3:36])[CH3:37].[Cl:43][CH2:44][Cl:45].[N:1]12[CH2:2][CH:3]([C:9](=[O:10])[Cl:11])[CH:4]([CH2:5][CH2:6]1)[CH2:7][CH2:8]2.[NH2:12][c:13]1[cH:14][cH:15][c:16](-[c:19]2[cH:20][cH:21][c:22]([C:25](=[O:26])[O:27][CH3:28])[cH:23][cH:24]2)[cH:17][cH:18]1>>[N:1]12[CH2:2][CH:3]([C:9](=[O:10])[NH:12][c:13]3[cH:14][cH:15][c:16](-[c:19]4[cH:20][cH:21][c:22]([C:25](=[O:26])[O:27][CH3:28])[cH:23][cH:24]4)[cH:17][cH:18]3)[CH:4]([CH2:5][CH2:6]1)[CH2:7][CH2:8]2. The reactants are CSCC(=O)C1=CC=C(C=C1)C(F)(F)F (2-methylthio-4'-(trifluoromethyl)acetophenone), CI (methyl iodide), aqueous solution, [H-].[Na+] (sodium hydride), O (water). Run in O1CCCC1 (tetrahydrofuran). Yields the product oily product, CSC(C(=O)C1=CC=C(C=C1)C(F)(F)F)C (2-methylthio-4'-(trifluoromethyl)propiophenone). The yield is 40.8%. RXN SMILES: [CH3:1][S:2][CH2:3][C:4]([C:6]1[CH:11]=[CH:10][C:9]([C:12]([F:15])([F:14])[F:13])=[CH:8][CH:7]=1)=[O:5].[H-].[Na+].[CH3:18]I.O>O1CCCC1>[CH3:1][S:2][CH:3]([CH3:18])[C:4]([C:6]1[CH:11]=[CH:10][C:9]([C:12]([F:13])([F:14])[F:15])=[CH:8][CH:7]=1)=[O:5] |f:1.2|. Procedure: To 5.00 g of 2-methylthio-4'-(trifluoromethyl)acetophenone dissolved in 50 ml of tetrahydrofuran was added under ice-cooling 0.855 g of a 60% aqueous solution of sodium hydride, and the mixture was reacted at room temperature with stirring until no bubbles were produced. After an addition of 3.34 g of methyl iodide, the mixture was stirred at room temperature for a further 2 hours. The resultant reaction mixture was poured into ice-cooled water and extracted with dichloromethane. The organic lay... Reactants: Cl.FC1=CC=C(C=C1)C(CCCN1CCC(CC1)C(C1=CC=CC=C1)(C1=CC=CC=C1)O)=O (4'-fluoro-4-[4-(α-hydroxy-α-phenylbenzyl)piperidino]butyrophenone hydrochloride), Cl (HCl). Solvent: C(C)(C)O (isopropyl alcohol). Yields the product Cl.C1(=CC=CC=C1)C(=C1CCN(CC1)CCCC(=O)C1=CC=C(C=C1)F)C1=CC=CC=C1 (4-[4-(Diphenylmethylene)piperidino]-4'-fluorobutyrophenone hydrochloride). RXN SMILES: [ClH:1].[F:2][C:3]1[CH:8]=[CH:7][C:6]([C:9](=[O:33])[CH2:10][CH2:11][CH2:12][N:13]2[CH2:18][CH2:17][CH:16]([C:19](O)([C:26]3[CH:31]=[CH:30][CH:29]=[CH:28][CH:27]=3)[C:20]3[CH:25]=[CH:24][CH:23]=[CH:22][CH:21]=3)[CH2:15][CH2:14]2)=[CH:5][CH:4]=1.Cl>C(O)(C)C>[ClH:1].[C:26]1([C:19]([C:20]2[CH:25]=[CH:24][CH:23]=[CH:22][CH:21]=2)=[C:16]2[CH2:15][CH2:14][N:13]([CH2:12][CH2:11][CH2:10][C:9]([C:6]3[CH:5]=[CH:4][C:3]([F:2])=[CH:8][CH:7]=3)=[O:33])[CH2:18][CH2:17]2)[CH:27]=[CH:28][CH:29]=[CH:30][CH:31]=1 |f:0.1,4.5|. Procedure: A mixture of 17.7 g (0.038 mole) of 4'-fluoro-4-[4-(α-hydroxy-α-phenylbenzyl)piperidino]butyrophenone hydrochloride, 200 ml of 37% HCl, and 200 ml of isopropyl alcohol was heated on a steam bath for 4 hours. The solvent and excess acid were removed at reduced pressure. The remaining residue was treated with benzene and ethanol and heated to remove excess acid. The excess benzene and ethanol were removed, and the residue was dissolved in hot butanone to which ether was added. Upon cooling a solid... Reactants: CCc1cc(C(C)=O)ccc1CO, CC(=O)O, CO, NOCc1ccc(C2CCCCC2)c(C(F)(F)F)c1. Product: CCc1cc(C(C)=NOCc2ccc(C3CCCCC3)c(C(F)(F)F)c2)ccc1CO. RXN SMILES: [CH2:1]([CH3:2])[c:3]1[cH:4][c:5]([C:11]([CH3:12])=[O:13])[cH:6][cH:7][c:8]1[CH2:9][OH:10].[CH3:33][C:34](=[O:35])[OH:36].[CH3:37][OH:38].[CH:14]1([c:20]2[c:21]([C:29]([F:30])([F:31])[F:32])[cH:22][c:23]([CH2:24][O:25][NH2:26])[cH:27][cH:28]2)[CH2:15][CH2:16][CH2:17][CH2:18][CH2:19]1>>[CH2:1]([CH3:2])[c:3]1[cH:4][c:5]([C:11]([CH3:12])=[N:26][O:25][CH2:24][c:23]2[cH:22][c:21]([C:29]([F:30])([F:31])[F:32])[c:20]([CH:14]3[CH2:15][CH2:16][CH2:17][CH2:18][CH2:19]3)[cH:28][cH:27]2)[cH:6][cH:7][c:8]1[CH2:9][OH:10].